From a dataset of the Open Reaction Database (ORD), a public repository of structured organic reaction records. describe an organic reaction: reactants, conditions, products, and yield Starting materials: ice water, Cl (hydrochloric acid), O(S(=O)(=O)C(F)(F)F)[Si](C(C)C)(C(C)C)C(C)C (triisopropylsilyl triflate), BrC[C@@H](CCO)C ((R)-4-bromo-3-methylbutan-1-ol), N1=C(C=CC=C1C)C (2,6-lutidine). The solvent is C(Cl)Cl (methylene chloride). The product is C(C)(C)[Si](OCC[C@H](CBr)C)(C(C)C)C(C)C (4-Triisopropylsilyloxy-2(R)-methylbutyl bromide). RXN SMILES: [O:1]([Si:9]([CH:16]([CH3:18])[CH3:17])([CH:13]([CH3:15])[CH3:14])[CH:10]([CH3:12])[CH3:11])S(C(F)(F)F)(=O)=O.[Br:19][CH2:20][C@H:21]([CH3:25])[CH2:22][CH2:23]O.N1C(C)=CC=CC=1C.Cl>C(Cl)Cl>[CH:10]([Si:9]([CH:16]([CH3:18])[CH3:17])([CH:13]([CH3:15])[CH3:14])[O:1][CH2:23][CH2:22][C@@H:21]([CH3:25])[CH2:20][Br:19])([CH3:12])[CH3:11]. Reported procedure: 15.4 ml of triisopropylsilyl triflate are added to a solution of 8.7 g of (R)-4-bromo-3-methylbutan-1-ol in 320 ml of methylene chloride at 0° C., and 6.6 ml of 2,6-lutidine are then added in the course of 30 min. The reaction mixture is subsequently poured onto 100 ml of ice-water and the aqueous phase is acidified by addition of 2N hydrochloric acid (pH 3). It is extracted with methylene chloride and the organic phase is washed with a 5% sodium bicarbonate solution and saturated sodium chlorid... Starting materials: CC(C=O)(C)C (2,2-Dimethyl-propionaldehyde), COC(CCN)=O (3-Amino-propionic acid methyl ester), [BH3-]C#N.[Na+] (NaCNBH3). Solvent: CO (MeOH). Conditions: time 30 minute. The product is COC(CCNCC(C)(C)C)=O (3-(2,2-Dimethyl-propylamino)-propionic acid methyl ester). RXN SMILES: [CH3:1][C:2]([CH3:6])([CH3:5])[CH:3]=O.[CH3:7][O:8][C:9](=[O:13])[CH2:10][CH2:11][NH2:12].[BH3-]C#N.[Na+]>CO>[CH3:7][O:8][C:9](=[O:13])[CH2:10][CH2:11][NH:12][CH2:3][C:2]([CH3:6])([CH3:5])[CH3:1] |f:2.3|. Reported procedure: A mixture of 1.5 g 2,2-Dimethyl-propionaldehyde, 2.18 g 3-Amino-propionic acid methyl ester and 50 ml MeOH was stirred at room temperature for 30 min. 1.5 g NaCNBH3 was added in small portion. The mixture was stirred for another 3 hrs. The solvent was removed in vacuum. 50 mL Water was added to the residue and the mixture was basified to PH10 by 1N NaOH. The solution was extracted by EtOAc (30 mL×3). The organic phase was washed by 20 mL water, dried over Na2SO4. Removed the solvent gave 0.66 g ...